Dataset: the Open Reaction Database (ORD), a public repository of structured organic reaction records. Task: describe an organic reaction: reactants, conditions, products, and yield The reactants are O[C@@]1([C@]2(C)[C@@H](CC1)[C@@H]1CC[C@H]3CC(CC[C@]3(CO)[C@H]1CC2)=O)C (17β,19-Dihydroxy-17α-methyl-5α-androstan-3-one), C(C)(S)S (ethanedithiol), C1(=CC=C(C=C1)S(=O)(=O)O)C (p-toluenesulfonic acid). Solvent: C(C)(=O)O (acetic acid). Run at time 4 hour. Yields the product C1CSC2(C[C@@H]3CC[C@H]4[C@@H]5CC[C@]([C@@]5(C)CC[C@@H]4[C@]3(CC2)CO)(C)O)O1 (17β,19-dihydroxy-17α-methyl-5α-androstan-3-one 3-ethylenethioketal). As a reaction SMILES: [OH:1][C@@:2]1([CH3:23])[CH2:7][CH2:6][C@H:5]2[C@H:8]3[C@H:19]([CH2:20][CH2:21][C@:3]12[CH3:4])[C@:16]1([CH2:17][OH:18])[C@H:11]([CH2:12][C:13](=[O:22])[CH2:14][CH2:15]1)[CH2:10][CH2:9]3.[CH:24](S)([SH:26])[CH3:25].C1(C)C=CC(S(O)(=O)=O)=CC=1>C(O)(=O)C>[CH2:25]1[O:22][C:13]2([CH2:14][CH2:15][C@@:16]3([CH2:17][OH:18])[C@@H:11]([CH2:10][CH2:9][C@@H:8]4[C@@H:19]3[CH2:20][CH2:21][C@@:3]3([CH3:4])[C@H:5]4[CH2:6][CH2:7][C@@:2]3([OH:1])[CH3:23])[CH2:12]2)[S:26][CH2:24]1. Reported procedure: 17β,19-Dihydroxy-17α-methyl-5α-androstan-3-one in acetic acid is treated with ethanedithiol and p-toluenesulfonic acid. After standing for 4 hours at room temperature, the solution is poured onto water and the mixture extracted with methylenechloride. The methylenechloride extract is washed well with water, washed with a sodium hydroxide solution, washed again with water, dried over sodium sulfate and evaporated under reduced pressure to leave a residue of 17β,19-dihydroxy-17α-methyl-5α-androsta... Reaction SMILES: [C:1](=[O:2])([CH3:3])[O:4][CH:5]1[CH:6]([O:7][CH2:8][c:9]2[cH:10][cH:11][cH:12][cH:13][cH:14]2)[CH:15]([O:16][CH2:17][c:18]2[cH:19][cH:20][cH:21][cH:22][cH:23]2)[CH:24]([O:25][CH2:26][c:27]2[cH:28][cH:29][cH:30][cH:31][cH:32]2)[CH:33]([CH2:35][O:36][C:37]([CH3:38])=[O:39])[O:34]1.[C:40]([O-:41])(=[O:42])[CH3:43].[CH3:46][CH2:47][O:48][C:49](=[O:50])[CH3:51].[CH3:53][N:54]([CH3:55])[CH:56]=[O:57].[NH3+:44][NH2:45].[OH2:52]>>[OH:4][CH:5]1[CH:6]([O:7][CH2:8][c:9]2[cH:10][cH:11][cH:12][cH:13][cH:14]2)[CH:15]([O:16][CH2:17][c:18]2[cH:19][cH:20][cH:21][cH:22][cH:23]2)[CH:24]([O:25][CH2:26][c:27]2[cH:28][cH:29][cH:30][cH:31][cH:32]2)[CH:33]([CH2:35][O:36][C:37]([CH3:38])=[O:39])[O:34]1. Reactants: CC(=O)OCC1OC(OC(C)=O)C(OCc2ccccc2)C(OCc2ccccc2)C1OCc1ccccc1, CC(=O)[O-], CCOC(C)=O, CN(C)C=O, N[NH3+], O. Yields the product CC(=O)OCC1OC(O)C(OCc2ccccc2)C(OCc2ccccc2)C1OCc1ccccc1. The reactants are N1(C=NC=C1)C1=CC=C(OCC(C)(C)NC(C)=O)C=C1 (N-[-2-[4-(1H-imidazol-1-yl)phenoxy]-1,1-dimethylethyl]acetamide), Cl (hydrochloric acid). Yields the product Cl.Cl.N1(C=NC=C1)C1=CC=C(OCC(N)(C)C)C=C1 (2-[4-(1H-Imidazol-1-yl)phenoxy]-1,1-dimethylethanamine dihydrochloride). RXN SMILES: [N:1]1([C:6]2[CH:20]=[CH:19][C:9]([O:10][CH2:11][C:12]([NH:15]C(=O)C)([CH3:14])[CH3:13])=[CH:8][CH:7]=2)[CH:5]=[CH:4][N:3]=[CH:2]1.[ClH:21]>>[ClH:21].[ClH:21].[N:1]1([C:6]2[CH:20]=[CH:19][C:9]([O:10][CH2:11][C:12]([CH3:14])([CH3:13])[NH2:15])=[CH:8][CH:7]=2)[CH:5]=[CH:4][N:3]=[CH:2]1 |f:2.3.4|. Procedure details: Dissolve 27.0 g (0.106 mol) of N-[-2-[4-(1H-imidazol-1-yl)phenoxy]-1,1-dimethylethyl]acetamide in 270 mL of 2 N of hydrochloric acid and heat to reflux for 18 h. After this time, remove the water on the rotary evaporator and redissolve the residue in 50mL of isopropanol. Remove the isopropanol on a rotary evaporator and suspend the resulting solid in diethyl ether. Filter off the solid to provide the title compound. Starting materials: CC(C(=O)OCC)(C)N1N=CC(=C1)[N+](=O)[O-] (ethyl 2-methyl-2-(4-nitro-1H-pyrazol-1-yl)propanoate). The reagents and catalysts are [C].[Pd] (palladium-carbon). Solvent: C(C)O (ethanol). Reaction conditions: time 8 hour. The product is NC=1C=NN(C1)C(C(=O)OCC)(C)C (ethyl 2-(4-amino-1H-pyrazol-1-yl)-2-methylpropanoate). Isolated yield 97.9%. Reaction SMILES: [CH3:1][C:2]([N:9]1[CH:13]=[C:12]([N+:14]([O-])=O)[CH:11]=[N:10]1)([CH3:8])[C:3]([O:5][CH2:6][CH3:7])=[O:4]>C(O)C.[C].[Pd]>[NH2:14][C:12]1[CH:11]=[N:10][N:9]([C:2]([CH3:1])([CH3:8])[C:3]([O:5][CH2:6][CH3:7])=[O:4])[CH:13]=1 |f:2.3|. Reported procedure: To a solution of ethyl 2-methyl-2-(4-nitro-1H-pyrazol-1-yl)propanoate (20 g) obtained in Step F of Example 103 in ethanol (200 mL) was added 10% palladium-carbon (3.0 g), and the mixture was stirred overnight at room temperature under hydrogen atmosphere (at normal pressures). The palladium carbon was removed by filtration through Celite, and the solvent was evaporated under reduced pressure to give the title compound (17 g). Starting materials: COC1=CC=C(C=C1)CS[C@@H]1[C@H]([C@H](C=O)OC1)O (2,5-Anhydro-4-S-[(4-methoxyphenyl)methyl]-4-thio-L-lyxose), [BH4-].[Na+] (sodium borohydride), O (Water). The solvent is C(C)O (ethyl alcohol). Run at time 1 hour. The product is COC1=CC=C(C=C1)CS[C@H]1CO[C@H]([C@@H]1O)CO (1,4-Anhydro-2-S-[(4-methoxyphenyl)methyl]-2-thio-L-arabinitol). Isolated yield 69.9%. RXN SMILES: [CH3:1][O:2][C:3]1[CH:8]=[CH:7][C:6]([CH2:9][S:10][C@H:11]2[CH2:17][O:16][C@@H:13]([CH:14]=[O:15])[C@@H:12]2[OH:18])=[CH:5][CH:4]=1.[BH4-].[Na+].O>C(O)C>[CH3:1][O:2][C:3]1[CH:8]=[CH:7][C:6]([CH2:9][S:10][C@@H:11]2[C@@H:12]([OH:18])[C@H:13]([CH2:14][OH:15])[O:16][CH2:17]2)=[CH:5][CH:4]=1 |f:1.2|. Reported procedure: To a room temperature solution, under argon, of 10.9 g of product from Example 322 in 115 ml of absolute ethyl alcohol is added 1.57 g of sodium borohydride. The reaction is stirred at room temperature for 1 hour. Water is added dropwise with stirring and the minute is concentrated in vacuo. The residue is extracted with methylene chloride, washed with water, dried and concentrated in vacuo to give after chromatography (Silica gel: 50-75% ethyl acetate/hexane) 7.68 g of the desired product. Reactants: CC(C)(C)OC(=O)N1C(C(C(=O)N2C(=O)OCC2Cc2ccccc2)c2ccc(Br)cc2)CCC1(C)C, C1CCOC1, C1CCOC1, [Na+], [Na+], O, OO, O=S([O-])[O-]. Product: CC(C)(C)OC(=O)N1C(C(C(=O)O)c2ccc(Br)cc2)CCC1(C)C. RXN SMILES: [CH2:3]([CH:4]1[CH2:5][O:6][C:7](=[O:8])[N:9]1[C:16]([CH:17]([c:18]1[cH:19][cH:20][c:21]([Br:24])[cH:22][cH:23]1)[CH:25]1[CH2:26][CH2:27][C:28]([CH3:37])([CH3:38])[N:29]1[C:30](=[O:31])[O:32][C:33]([CH3:34])([CH3:35])[CH3:36])=[O:39])[c:10]1[cH:11][cH:12][cH:13][cH:14][cH:15]1.[CH2:46]1[O:47][CH2:48][CH2:49][CH2:50]1.[CH2:52]1[O:53][CH2:54][CH2:55][CH2:56]1.[Na+:44].[Na+:45].[OH2:51].[OH:1][OH:2].[S:40](=[O:41])([O-:42])[O-:43]>>[C:16]([CH:17]([c:18]1[cH:19][cH:20][c:21]([Br:24])[cH:22][cH:23]1)[CH:25]1[CH2:26][CH2:27][C:28]([CH3:37])([CH3:38])[N:29]1[C:30](=[O:31])[O:32][C:33]([CH3:34])([CH3:35])[CH3:36])(=[O:39])[OH:41]. Starting materials: ClC1=C(C#N)C=CC(=C1C)C1=NNC=C1 (2-chloro-3-methyl-4-(1H-pyrazol-3-yl)benzonitrile), CC(C)OC(=O)/N=N/C(=O)OC(C)C (DIAD), N-t-BOC-(R)-1-Amino-2-propanol, C1(=CC=CC=C1)P(C1=CC=CC=C1)C1=CC=CC=C1 (triphenylphosphine), Cl (HCl). Run in CCOC(=O)C (EtOAc), O (water), CCOC(=O)C (EtOAc), O (water). Reaction conditions: temperature 0 celsius, time 20 hour. The product is NC[C@@H](C)N1N=C(C=C1)C1=C(C(=C(C#N)C=C1)Cl)C ((R)-4-(1-(1-aminopropan-2-yl)-1H-pyrazol-3-yl)-2-chloro-3-methylbenzonitrile). Yield: 29.3%. RXN SMILES: [C:1]1(P(C2C=CC=CC=2)C2C=CC=CC=2)[CH:6]=CC=C[CH:2]=1.[Cl:20][C:21]1[C:28]([CH3:29])=[C:27]([C:30]2[CH:34]=[CH:33][NH:32][N:31]=2)[CH:26]=[CH:25][C:22]=1[C:23]#[N:24].CC(OC(/[N:41]=N/C(OC(C)C)=O)=O)C.Cl>CCOC(C)=O.O>[NH2:41][CH2:2][C@H:1]([N:32]1[CH:33]=[CH:34][C:30]([C:27]2[CH:26]=[CH:25][C:22]([C:23]#[N:24])=[C:21]([Cl:20])[C:28]=2[CH3:29])=[N:31]1)[CH3:6]. Procedure details: N-t-BOC-(R)-1-Amino-2-propanol (3.22 g, 18.4 mmol) and triphenylphosphine (4.82 g, 18.4 mmol) were dissolved in EtOAc (10 ml) and added to a solution of 2-chloro-3-methyl-4-(1H-pyrazol-3-yl)benzonitrile (2.00 g, 9.2 mmol) in EtOAc (20 ml). Reaction mixture was cooled down to 0° C. and DIAD (3.62 ml, 18.4 mmol) was added slowly by syringe. After 20 h of reaction time at RT, water (10 ml) and conc. HCl (5.58 ml, 184 mmol) were added, and the reaction was stirred another 20 h. Reaction mixture was ... Starting materials: C(C(C)C)NC(=O)C1CN(CCC1)C1=NC(=C(C(=N1)C)C(C(=O)OC)CCC)C1=CC=C(C=C1)C (methyl 2-(2-(3-(isobutylcarbamoyl)piperidin-1-yl)-4-methyl-6-p-tolylpyrimidin-5-yl)pentanoate), [OH-].[Na+] (sodium hydroxide). Run in CO (methanol). Conditions: temperature 50 celsius. The product is C(C(C)C)NC(=O)C1CN(CCC1)C1=NC(=C(C(=N1)C)C(C(=O)O)CCC)C1=CC=C(C=C1)C (2-(2-(3-(isobutylcarbamoyl)piperidin-1-yl)-4-methyl-6-p-tolylpyrimidin-5-yl)pentanoic acid). The yield is 112.2%. As a reaction SMILES: [CH2:1]([NH:5][C:6]([CH:8]1[CH2:13][CH2:12][CH2:11][N:10]([C:14]2[N:19]=[C:18]([CH3:20])[C:17]([CH:21]([CH2:26][CH2:27][CH3:28])[C:22]([O:24]C)=[O:23])=[C:16]([C:29]3[CH:34]=[CH:33][C:32]([CH3:35])=[CH:31][CH:30]=3)[N:15]=2)[CH2:9]1)=[O:7])[CH:2]([CH3:4])[CH3:3].[OH-].[Na+]>CO>[CH2:1]([NH:5][C:6]([CH:8]1[CH2:13][CH2:12][CH2:11][N:10]([C:14]2[N:19]=[C:18]([CH3:20])[C:17]([CH:21]([CH2:26][CH2:27][CH3:28])[C:22]([OH:24])=[O:23])=[C:16]([C:29]3[CH:30]=[CH:31][C:32]([CH3:35])=[CH:33][CH:34]=3)[N:15]=2)[CH2:9]1)=[O:7])[CH:2]([CH3:4])[CH3:3] |f:1.2|. Procedure: To a solution of methyl 2-(2-(3-(isobutylcarbamoyl)piperidin-1-yl)-4-methyl-6-p-tolylpyrimidin-5-yl)pentanoate (0.150 g; 0.191 mmol) in methanol (4.60 mL) was added a solution sodium hydroxide 5% (4.60 mL, 5.75 mmol) and the reaction mixturestirred at room temperature for 4 days, then heated for 18 h at 50° C. The volatiles were removed under reduced pressure, the residue was dissolved in water and the aqueous solution was washed with diethylether (3 times). The pH of the aqueous solution was ad... The product is COC=1C=C(C=CC1OC)C=1C(C(N(N1)C1CCN(CC1)C(=O)C1=C(C2=CC=CC=C2C=C1)OC)=O)(C)C (5-(3,4-Dimethoxyphenyl)-2-{1-[(1-methoxynaphthalen-2-yl)carbonyl]piperidin-4-yl}-4,4-dimethyl-2,4-dihydro-3H-pyrazol-3-one). As a reaction SMILES: Cl.[CH3:2][O:3][C:4]1[CH:5]=[C:6]([C:12]2[C:13]([CH3:25])([CH3:24])[C:14](=[O:23])[N:15]([CH:17]3[CH2:22][CH2:21][NH:20][CH2:19][CH2:18]3)[N:16]=2)[CH:7]=[CH:8][C:9]=1[O:10][CH3:11].[CH3:26][O:27][C:28]1[C:37]2[C:32](=[CH:33][CH:34]=[CH:35][CH:36]=2)[CH:31]=[CH:30][C:29]=1[C:38](O)=[O:39]>>[CH3:2][O:3][C:4]1[CH:5]=[C:6]([C:12]2[C:13]([CH3:25])([CH3:24])[C:14](=[O:23])[N:15]([CH:17]3[CH2:22][CH2:21][N:20]([C:38]([C:29]4[CH:30]=[CH:31][C:32]5[C:37](=[CH:36][CH:35]=[CH:34][CH:33]=5)[C:28]=4[O:27][CH3:26])=[O:39])[CH2:19][CH2:18]3)[N:16]=2)[CH:7]=[CH:8][C:9]=1[O:10][CH3:11] |f:0.1|. Starting materials: Cl.COC=1C=C(C=CC1OC)C=1C(C(N(N1)C1CCNCC1)=O)(C)C (5-(3,4-dimethoxyphenyl)-4,4-dimethyl-2-(piperidin-4-yl)-2,4-dihydro-3H-pyrazol-3-one hydrochloride), Cl.COC=1C=C(C=CC1OC)C=1C(C(N(N1)C1CCNCC1)=O)(C)C (5-(3,4-dimethoxyphenyl)-4,4-dimethyl-2-(piperidin-4-yl)-2,4-dihydro-3H-pyrazol-3-one hydrochloride), COC1=C(C=CC2=CC=CC=C12)C(=O)O (1-methoxynaphthalene-2-carboxylic acid). Reported procedure: The title compound is prepared analogously as described for GP2-WU2 using 5-(3,4-dimethoxyphenyl)-4,4-dimethyl-2-(piperidin-4-yl)-2,4-dihydro-3H-pyrazol-3-one (compound B1) and 1-methoxynaphthalene-2-carboxylic acid as starting compounds. The crude product is purified by chromatography (amino phase silica gel and DCM) and by crystallization from diethyl ether to yield the title compound.